From a dataset of the Open Reaction Database (ORD), a public repository of structured organic reaction records. describe an organic reaction: reactants, conditions, products, and yield Reactants: IC1=C(C=CC=C1)C (2-Iodotoluene), C(CCC)OC(C=C)=O (n-butylacrylate). The product is CC1=C(C=CC=C1)/C=C/C(=O)OCCCC ((E)-n-butyl 3-(2-methylphenyl)acrylate). RXN SMILES: I[C:2]1[CH:7]=[CH:6][CH:5]=[CH:4][C:3]=1[CH3:8].[CH2:9]([O:13][C:14](=[O:17])[CH:15]=[CH2:16])[CH2:10][CH2:11][CH3:12]>>[CH3:8][C:3]1[CH:4]=[CH:5][CH:6]=[CH:7][C:2]=1/[CH:16]=[CH:15]/[C:14]([O:13][CH2:9][CH2:10][CH2:11][CH3:12])=[O:17]. Procedure: 2-Iodotoluene (32 μL, 0.25 mmol) and n-butylacrylate (54 μL, 0.375 mmol) were coupled using the procedure described above to give 83% conversion to (E)-n-butyl 3-(2-methylphenyl)acrylate by GC analysis. The reactants are FC1=C(C=C(C=C1)C=1C=C(C(N(N1)CC(C)C)=O)C(=O)OC)C (6-(4-fluoro-3-methylphenyl)-2-isobutyl-4-methoxycarbonyl-2H-pyridazin-3-one), FC=1C=C(C=CC1F)C(CC(C(=O)OCC)(O)C(=O)OCC)=O (ethyl 4-(3,4-difluorophenyl)-2-ethoxycarbonyl-2-hydroxy-4-oxo-butanoate). Procedure: Following the procedure of Example 1 (4), ethyl 4-(3,4-difluorophenyl)-2-ethoxycarbonyl-2-hydroxy-4-oxo-butanoate was reacted to yield the title compound as a pale yellow crystalline powder (yield: 88.9%). RXN SMILES: [F:1][C:2]1[CH:7]=[CH:6][C:5]([C:8]2[CH:9]=[C:10]([C:19]([O:21]C)=[O:20])[C:11](=[O:18])[N:12](CC(C)C)[N:13]=2)=[CH:4][C:3]=1C.[F:24]C1C=C(C(=O)CC(C(OCC)=O)(O)C(OCC)=O)C=CC=1F>>[C:19]([C:10]1[C:11](=[O:18])[NH:12][N:13]=[C:8]([C:5]2[CH:6]=[CH:7][C:2]([F:1])=[C:3]([F:24])[CH:4]=2)[CH:9]=1)([OH:21])=[O:20]. Product: C(=O)(O)C=1C(NN=C(C1)C1=CC(=C(C=C1)F)F)=O (4-carboxy-6-(3,4-difluorophenyl)-2H-pyridazin-3-one). The yield is 88.9%.